From a dataset of the Open Reaction Database (ORD), a public repository of structured organic reaction records. describe an organic reaction: reactants, conditions, products, and yield The reactants are NC=1C=C2C=NNC2=CC1 (5-amino-1H-indazole), O1CCCC1 (tetrahydrofuran), FC=1C=C(C=CC1)S(=O)(=O)Cl (3-fluorobenzenesulfonyl chloride). The solvent is C(C)N(CC)CC (triethylamine). The product is FC=1C=C(C=CC1)S(=O)(=O)NC=1C=C2C=NNC2=CC1 (3-fluoro-N-(1H-indazol-5-yl)-benzenesulfonamide). The yield is 36.6%. As a reaction SMILES: [NH2:1][C:2]1[CH:3]=[C:4]2[C:8](=[CH:9][CH:10]=1)[NH:7][N:6]=[CH:5]2.O1CCCC1.[F:16][C:17]1[CH:18]=[C:19]([S:23](Cl)(=[O:25])=[O:24])[CH:20]=[CH:21][CH:22]=1>C(N(CC)CC)C>[F:16][C:17]1[CH:18]=[C:19]([S:23]([NH:1][C:2]2[CH:3]=[C:4]3[C:8](=[CH:9][CH:10]=2)[NH:7][N:6]=[CH:5]3)(=[O:25])=[O:24])[CH:20]=[CH:21][CH:22]=1. Reported procedure: 3-Fluoro-N-(1H-indazol-5-yl)benzenesulfonamide can be obtained as described in Example 1 from 0.4 g of 5-amino-1H-indazole, 20 ml of tetrahydrofuran, 0.83 ml of triethylamine and 0.88 g of 3-fluorobenzenesulfonyl chloride. 0.32 g of 3-fluoro-N-(1H-indazol-5-yl)-benzenesulfonamide is thus obtained in the form of a cream solid.